The task is: describe an organic reaction: reactants, conditions, products, and yield. This data is from the Open Reaction Database (ORD), a public repository of structured organic reaction records. Product: C(C)C1=C(C=CC=C1)C1=C(C=C(C=C1)C(=O)OC)O (methyl 2′-ethyl-2-hydroxybiphenyl-4-carboxylate), oil. The yield is 94.0%. As a reaction SMILES: Br[C:2]1[CH:11]=[CH:10][C:5]([C:6]([O:8][CH3:9])=[O:7])=[CH:4][C:3]=1[OH:12].[CH2:13]([C:15]1[CH:20]=[CH:19][CH:18]=[CH:17][C:16]=1B(O)O)[CH3:14].[F-].[Cs+].C1(P(C2CCCCC2)C2C=CC=CC=2C2C(OC)=CC=CC=2OC)CCCCC1>O1CCOCC1.CC(OC)(C)C.C([O-])(=O)C.[Pd+2].C([O-])(=O)C.O>[CH2:13]([C:15]1[CH:20]=[CH:19][CH:18]=[CH:17][C:16]=1[C:2]1[CH:11]=[CH:10][C:5]([C:6]([O:8][CH3:9])=[O:7])=[CH:4][C:3]=1[OH:12])[CH3:14] |f:2.3,7.8.9|. The solvent is CC(C)(C)OC (MTBE), O1CCOCC1 (dioxane), O (water). Reported procedure: A mixture of methyl 4-bromo-3-hydroxybenzoate (Combi-Blocks CA-4189, 3.00 g, 13.0 mmol), 2-ethylphenylboronic acid (2.92 g, 19.5 mmol), cesium fluoride (5.92 g, 39.0 mmol; 3.00), palladium acetate (58 mg, 0.26 mmol) and 2-dicyclohexylphosphino-2′,6′-dimethoxybiphenyl (320 mg, 0.78 mmol) was prepared in dioxane (30 mL) and water (15 mL) and heated at 90° C. for 2 hours. Additional amounts of 2-ethylphenylboronic acid (1.46 g, 9.7 mmol), palladium acetate (58 mg, 0.26 mmol) and 2-dicyclohexylphosp... Reagents/catalysts: C(C)(=O)[O-].[Pd+2].C(C)(=O)[O-] (palladium acetate), C(C)(=O)[O-].[Pd+2].C(C)(=O)[O-] (palladium acetate), C(C)(=O)[O-].[Pd+2].C(C)(=O)[O-] (palladium acetate). Reactants: C(C)C1=C(C=CC=C1)B(O)O (2-ethylphenylboronic acid), C1(CCCCC1)P(C1=C(C=CC=C1)C1=C(C=CC=C1OC)OC)C1CCCCC1 (2-dicyclohexylphosphino-2′,6′-dimethoxybiphenyl), BrC1=C(C=C(C(=O)OC)C=C1)O (methyl 4-bromo-3-hydroxybenzoate), C(C)C1=C(C=CC=C1)B(O)O (2-ethylphenylboronic acid), [F-].[Cs+] (cesium fluoride), C1(CCCCC1)P(C1=C(C=CC=C1)C1=C(C=CC=C1OC)OC)C1CCCCC1 (2-dicyclohexylphosphino-2′,6′-dimethoxybiphenyl), C(C)C1=C(C=CC=C1)B(O)O (2-ethylphenylboronic acid), C1(CCCCC1)P(C1=C(C=CC=C1)C1=C(C=CC=C1OC)OC)C1CCCCC1 (2-dicyclohexylphosphino-2′,6′-dimethoxybiphenyl). The reactants are [H-].[Na+] (NaH), C(O)([O-])=O.[Na+] (sodium hydrogencarbonate), CC1=C(C(=NC=C1CO)C)O.Cl (4-deoxypyridoxine hydrochloride), C(C)I (Ethyl iodide). Run in CN(C=O)C (dimethylformamide), C(C)(=O)OCC.O1CCCC1 (ethyl acetate tetrahydrofuran), CN(C=O)C (dimethylformamide). Conditions: time 1 day. Product: C(C)OC=1C(=C(C=NC1C)CO)C ((5-Ethoxy-4,6-dimethyl-3-pyridyl)methanol). The yield is 44.0%. Reaction SMILES: [CH3:1][C:2]1[C:7]([CH2:8][OH:9])=[CH:6][N:5]=[C:4]([CH3:10])[C:3]=1[OH:11].Cl.[H-].[Na+].[CH2:15](I)[CH3:16].C(=O)([O-])O.[Na+]>CN(C)C=O.C(OCC)(=O)C.O1CCCC1>[CH2:15]([O:11][C:3]1[C:2]([CH3:1])=[C:7]([CH2:8][OH:9])[CH:6]=[N:5][C:4]=1[CH3:10])[CH3:16] |f:0.1,2.3,5.6,8.9|. Reported procedure: A suspension of 4-deoxypyridoxine hydrochloride (0.99 g, 5.2 mmol) in dimethylformamide (10 ml) was added dropwise to a suspension of 60% NaH (0.42 g, 10.5 mmol) in dimethylformamide (10 ml) while cooling on ice, and the mixture was stirred at room temperature for 1 day. Ethyl iodide (0.44 ml, 5.5 mmol) was then added dropwise at room temperature and stirring was continued for 17 hours. After confirming completion of the reaction by thin layer chromatography, the mixture was poured into semi-sat... The reactants are Cl (HCl), C(=O)(O)[O-].[Na+] (NaHCO3), ClC1=NC=C(C(=O)NC2=CC=C(C=C2)OC(F)(F)Cl)C=C1C1=CC=NN1C1OCCCC1 (6-chloro-N-(4-(chlorodifluoromethoxy)phenyl)-5-(1-(tetrahydro-2H-pyran-2-yl)-1H-pyrazol-5-yl)nicotinamide), N1CCC(CC1)O (piperidin-4-ol), CCN(C(C)C)C(C)C (DIPEA). Run in CO (MeOH), CC(C)O (iPrOH). The product is ClC(OC1=CC=C(C=C1)NC(C1=CN=C(C(=C1)C1=CC=NN1)N1CCC(CC1)O)=O)(F)F (N-(4-(Chlorodifluoromethoxy)phenyl)-6-(4-hydroxypiperidin-1-yl)-5-(1H-pyrazol-5-yl)nicotinamide). Reaction SMILES: Cl[C:2]1[C:21]([C:22]2[N:26](C3CCCCO3)[N:25]=[CH:24][CH:23]=2)=[CH:20][C:5]([C:6]([NH:8][C:9]2[CH:14]=[CH:13][C:12]([O:15][C:16]([Cl:19])([F:18])[F:17])=[CH:11][CH:10]=2)=[O:7])=[CH:4][N:3]=1.[NH:33]1[CH2:38][CH2:37][CH:36]([OH:39])[CH2:35][CH2:34]1.CCN(C(C)C)C(C)C.Cl.C([O-])(O)=O.[Na+]>CO.CC(O)C>[Cl:19][C:16]([F:18])([F:17])[O:15][C:12]1[CH:13]=[CH:14][C:9]([NH:8][C:6](=[O:7])[C:5]2[CH:20]=[C:21]([C:22]3[NH:26][N:25]=[CH:24][CH:23]=3)[C:2]([N:33]3[CH2:38][CH2:37][CH:36]([OH:39])[CH2:35][CH2:34]3)=[N:3][CH:4]=2)=[CH:10][CH:11]=1 |f:4.5|. Reported procedure: A mixture of 6-chloro-N-(4-(chlorodifluoromethoxy)phenyl)-5-(1-(tetrahydro-2H-pyran-2-yl)-1H-pyrazol-5-yl)nicotinamide (Stage 48.2, 80 mg, 0.166 mmol), piperidin-4-ol (33.5 mg, 0.331 mmol), DIPEA (0.116 mL, 0.662 mmol) and iPrOH (0.331 mL) was added to a vial, which was sealed and subjected to MW irradiation at 140° C. for 1 h. Aq. 37% HCl (202 μL, 2.46 mmol) and MeOH (1 mL) was added and the mixture was stirred at RT. The RM was treated with sat. aq. NaHCO3 and extracted with EtOAc. The combine... Product: FC1=CC=C(C=C1)N1CCN(CC1)CC1=CC=C(C=C1)[C@@H](C)NC(C)=O ((R)-N-(1-(4-((4-(4-fluorophenyl)piperazin-1-yl)methyl)phenyl)ethyl)acetamide). As a reaction SMILES: Cl[CH2:2][C:3]1[CH:8]=[CH:7][C:6]([C@H:9]([NH:11][C:12](=[O:14])[CH3:13])[CH3:10])=[CH:5][CH:4]=1.Cl.Cl.[F:17][C:18]1[CH:23]=[CH:22][C:21]([N:24]2[CH2:29][CH2:28][NH:27][CH2:26][CH2:25]2)=[CH:20][CH:19]=1>>[F:17][C:18]1[CH:19]=[CH:20][C:21]([N:24]2[CH2:29][CH2:28][N:27]([CH2:2][C:3]3[CH:8]=[CH:7][C:6]([C@H:9]([NH:11][C:12](=[O:14])[CH3:13])[CH3:10])=[CH:5][CH:4]=3)[CH2:26][CH2:25]2)=[CH:22][CH:23]=1 |f:1.2.3|. The reactants are ClCC1=CC=C(C=C1)[C@@H](C)NC(C)=O ((R)-N-(1-(4-chloromethylphenyl)ethyl)acetamide), Cl.Cl.FC1=CC=C(C=C1)N1CCNCC1 (1-(4-fluorophenyl)piperazine dihydrochloride). Procedure details: By similar reaction and treatment to that in Example 1(5) using (R)-N-(1-(4-chloromethylphenyl)ethyl)acetamide instead of N-(4-chloromethylphenylmethyl)acetamide and 1-(4-fluorophenyl)piperazine dihydrochloride instead of phenylpiperazine, the title compound was obtained as white crystals, m.p.=114-115° C. RXN SMILES: [F:1][C:2]1[CH:16]=[CH:15][C:5]([O:6][C:7]2[N:12]=[C:11]([CH2:13]Br)[CH:10]=[CH:9][CH:8]=2)=[CH:4][CH:3]=1.[CH:17]([NH:19][CH:20]([CH:24]([CH3:26])[CH3:25])[C:21]([OH:23])=[O:22])=[O:18]>>[F:1][C:2]1[CH:16]=[CH:15][C:5]([O:6][C:7]2[N:12]=[C:11]([CH2:13][C:20]([NH:19][CH:17]=[O:18])([CH:24]([CH3:26])[CH3:25])[C:21]([OH:23])=[O:22])[CH:10]=[CH:9][CH:8]=2)=[CH:4][CH:3]=1. Yields the product FC1=CC=C(OC2=CC=CC(=N2)CC(C(=O)O)(C(C)C)NC=O)C=C1 ([6-(4-fluorophenoxy)-2-pyridyl]methyl 2-(N-formylamino)-3-methyl-butanoic acid). Starting materials: FC1=CC=C(OC2=CC=CC(=N2)CBr)C=C1 ([6-(4-fluorophenoxy)-2-pyridyl]methyl bromide), C(=O)NC(C(=O)O)C(C)C (2-(N-formylamino)-3-methyl-butanoic acid). Procedure: Following the procedure of Example 1, [6-(4-fluorophenoxy)-2-pyridyl]methyl bromide can be reacted with 2-(N-formylamino)-3-methyl-butanoic acid to give [6-(4-fluorophenoxy)-2-pyridyl]methyl 2-(N-formylamino)-3-methyl-butanoic acid, which is further reacted with methanol, yielding [6-4-fluorophenoxy)-2-pyridyl]methyl 2-amino-3-methylbutanoate. The reactants are C=C(C)Cc1nc(C(=O)OCC)c(O)c2sc(-c3ccccc3)nc12, CCOC(C)=O, CCO, O=CO. Product: CCOC(=O)c1nc(CC(C)C)c2nc(-c3ccccc3)sc2c1O. Reaction SMILES: [CH2:1]([CH3:2])[O:3][C:4](=[O:5])[c:6]1[c:7]([OH:25])[c:8]2[c:9]([c:10]([CH2:12][C:13](=[CH2:14])[CH3:15])[n:11]1)[n:16][c:17](-[c:19]1[cH:20][cH:21][cH:22][cH:23][cH:24]1)[s:18]2.[CH3:26][CH2:27][O:28][C:29](=[O:30])[CH3:31].[CH3:32][CH2:33][OH:34].[CH:35]([OH:36])=[O:37]>>[CH2:1]([CH3:2])[O:3][C:4](=[O:5])[c:6]1[c:7]([OH:25])[c:8]2[c:9]([c:10]([CH2:12][CH:13]([CH3:14])[CH3:15])[n:11]1)[n:16][c:17](-[c:19]1[cH:20][cH:21][cH:22][cH:23][cH:24]1)[s:18]2. Starting materials: O (water), CC1=C(C(=CC(=C1)C)C)S(=O)(=O)[O-].N[N+]1=C(C=C(C=C1)C)OCC1=C(C=CC=C1F)F (1-Amino-2-[(2,6-difluorobenzyl)oxy]-4-methylpyridinium 2,4,6-trimethylbenzenesulphonate), C([O-])([O-])=O.[K+].[K+] (potassium carbonate), C1(CC1)C#CC(=O)OC (methyl 3-cyclopropylprop-2-ynoate). The solvent is CN(C)C=O (DMF). Run at time 3 hour. The product is C1(CC1)C1=NN2C(C=C(C=C2OCC2=C(C=CC=C2F)F)C)=C1C(=O)OC (Methyl 2-cyclopropyl-7-[(2,6-difluorobenzyl)oxy]-5-methylpyrazolo[1,5-a]pyridine-3-carboxylate). The yield is 46.5%. RXN SMILES: CC1C=C(C)C=C(C)C=1S([O-])(=O)=O.[NH2:14][N+:15]1[CH:20]=[CH:19][C:18]([CH3:21])=[CH:17][C:16]=1[O:22][CH2:23][C:24]1[C:29]([F:30])=[CH:28][CH:27]=[CH:26][C:25]=1[F:31].[CH:32]1([C:35]#[C:36][C:37]([O:39][CH3:40])=[O:38])[CH2:34][CH2:33]1.C(=O)([O-])[O-].[K+].[K+].O>CN(C=O)C>[CH:32]1([C:35]2[C:36]([C:37]([O:39][CH3:40])=[O:38])=[C:20]3[CH:19]=[C:18]([CH3:21])[CH:17]=[C:16]([O:22][CH2:23][C:24]4[C:25]([F:31])=[CH:26][CH:27]=[CH:28][C:29]=4[F:30])[N:15]3[N:14]=2)[CH2:34][CH2:33]1 |f:0.1,3.4.5|. Reported procedure: 1.0 g (2.22 mmol) of 1-amino-2-[(2,6-difluorobenzyl)oxy]-4-methylpyridinium 2,4,6-trimethylbenzenesulphonate from Example 2A were dissolved in 7.2 ml of DMF, and 496 mg (4.00 mmol) of methyl 3-cyclopropylprop-2-ynoate were added. 552 mg (4.00 mmol) of potassium carbonate were added and the mixture was stirred at RT for 3 h. Subsequently, the mixture was poured onto 50 ml of water and stirred briefly, and the precipitated solids were filtered off, washed with water and dried. 384 mg of the title ... The reactants are Cc1ccc(S(=O)(=O)O)cc1[N+](=O)[O-], ClC(Cl)Cl, Cl, [Na], CN(C)C=O, O=S(Cl)Cl, O=S(=O)(Cl)Cl. Product: Cc1ccc(S(=O)(=O)Cl)cc1[N+](=O)[O-]. As a reaction SMILES: [CH3:1][c:2]1[c:3]([N+:12](=[O:13])[O-:14])[cH:4][c:5]([S:8](=[O:9])(=[O:10])[OH:11])[cH:6][cH:7]1.[CH:31]([Cl:32])([Cl:33])[Cl:34].[ClH:20].[Na:15].[O:26]=[CH:27][N:28]([CH3:29])[CH3:30].[S:16]([Cl:17])([Cl:18])=[O:19].[S:21]([Cl:22])([Cl:23])(=[O:24])=[O:25]>>[CH3:1][c:2]1[c:3]([N+:12](=[O:13])[O-:14])[cH:4][c:5]([S:8](=[O:9])(=[O:10])[Cl:18])[cH:6][cH:7]1. Starting materials: N=1SN=C2C1C=CC(=C2)C(CC)=O (1-(benzo[c][1,2,5]thiadiazol-5-yl)propan-1-one), ClCCOC1=CC=C(C=C1)C(=O)C1=CC=C(C=C1)O ((4-(2-chloroethoxy)phenyl)(4-hydroxyphenyl)methanone). The product is N=1SN=C2C1C=CC(=C2)C(=C(C2=CC=C(C=C2)OCCCl)C2=CC=C(C=C2)O)CC (4-(2-(benzo[c][1,2,5]thiadiazol-5-yl)-1-(4-(2-chloroethoxy)-phenyl)but-1-enyl)phenol). The yield is 9.5%. As a reaction SMILES: [N:1]1[S:2][N:3]=[C:4]2[CH:9]=[C:8]([C:10](=O)[CH2:11][CH3:12])[CH:7]=[CH:6][C:5]=12.[Cl:14][CH2:15][CH2:16][O:17][C:18]1[CH:23]=[CH:22][C:21]([C:24]([C:26]2[CH:31]=[CH:30][C:29]([OH:32])=[CH:28][CH:27]=2)=O)=[CH:20][CH:19]=1>>[N:1]1[S:2][N:3]=[C:4]2[CH:9]=[C:8]([C:10]([CH2:11][CH3:12])=[C:24]([C:26]3[CH:31]=[CH:30][C:29]([OH:32])=[CH:28][CH:27]=3)[C:21]3[CH:22]=[CH:23][C:18]([O:17][CH2:16][CH2:15][Cl:14])=[CH:19][CH:20]=3)[CH:7]=[CH:6][C:5]=12. Procedure: According to general procedure of McMurry reaction as example 1, step D described, 1-(benzo[c][1,2,5]thiadiazol-5-yl)propan-1-one (552 mg, 2 mmol) was reacted with (4-(2-chloroethoxy)phenyl)(4-hydroxyphenyl)methanone (384 mg, 2 mmol) to give the desired product (83 mg, 10%, Z/E=1/1).